This data is from the Open Reaction Database (ORD), a public repository of structured organic reaction records. The task is: describe an organic reaction: reactants, conditions, products, and yield Reaction SMILES: [CH3:46][N:47]1[CH2:48][CH2:49][CH2:50][C:51]1=[O:52].[ClH:34].[NH2:25][c:26]1[n:27][nH:28][c:29]([CH:31]2[CH2:32][CH2:33]2)[cH:30]1.[O:40]1[CH2:41][CH2:42][O:43][CH2:44][CH2:45]1.[OH:1][c:2]1[n:3][c:4]([N:9]2[CH:10]([c:14]3[cH:15][c:16](-[c:19]4[n:20][cH:21][cH:22][cH:23][cH:24]4)[n:17][o:18]3)[CH2:11][CH2:12][CH2:13]2)[n:5][c:6]([CH3:8])[cH:7]1.[P:35]([Cl:36])([Cl:37])([Cl:38])=[O:39]>>[c:2]1([NH:25][c:26]2[n:27][nH:28][c:29]([CH:31]3[CH2:32][CH2:33]3)[cH:30]2)[n:3][c:4]([N:9]2[CH:10]([c:14]3[cH:15][c:16](-[c:19]4[n:20][cH:21][cH:22][cH:23][cH:24]4)[n:17][o:18]3)[CH2:11][CH2:12][CH2:13]2)[n:5][c:6]([CH3:8])[cH:7]1. Starting materials: CN1CCCC1=O, Cl, Nc1cc(C2CC2)[nH]n1, C1COCCO1, Cc1cc(O)nc(N2CCCC2c2cc(-c3ccccn3)no2)n1, O=P(Cl)(Cl)Cl. Product: Cc1cc(Nc2cc(C3CC3)[nH]n2)nc(N2CCCC2c2cc(-c3ccccn3)no2)n1. Reactants: O=C([O-])[O-], CCN(CC)CCCl, Cl, Oc1cccc2c1c1cc(F)ccc1n2Cc1ccc(F)cc1, [I-], [K+], [K+], [Na+], CN(C)C=O. Yields the product CCN(CC)CCOc1cccc2c1c1cc(F)ccc1n2Cc1ccc(F)cc1. RXN SMILES: [C:33](=[O:34])([O-:35])[O-:36].[CH2:25]([CH3:26])[N:27]([CH2:28][CH2:29][Cl:30])[CH2:31][CH3:32].[ClH:24].[F:1][c:2]1[cH:3][c:4]2[c:5]3[c:6]([OH:23])[cH:7][cH:8][cH:9][c:10]3[n:11]([CH2:15][c:16]3[cH:17][cH:18][c:19]([F:22])[cH:20][cH:21]3)[c:12]2[cH:13][cH:14]1.[I-:40].[K+:37].[K+:38].[Na+:39].[O:41]=[CH:42][N:43]([CH3:44])[CH3:45]>>[F:1][c:2]1[cH:3][c:4]2[c:5]3[c:6]([O:23][CH2:29][CH2:28][N:27]([CH2:25][CH3:26])[CH2:31][CH3:32])[cH:7][cH:8][cH:9][c:10]3[n:11]([CH2:15][c:16]3[cH:17][cH:18][c:19]([F:22])[cH:20][cH:21]3)[c:12]2[cH:13][cH:14]1. Starting materials: [H][H], O=[N+]([O-])c1cnc2ccc(Sc3ccccc3)cn12, C1COCCO1. The product is Nc1cnc2ccc(Sc3ccccc3)cn12. Reaction SMILES: [H:20][H:21].[N+:1]([O-:2])(=[O:3])[c:4]1[cH:5][n:6][c:7]2[n:8]1[cH:9][c:10]([S:13][c:14]1[cH:15][cH:16][cH:17][cH:18][cH:19]1)[cH:11][cH:12]2.[O:22]1[CH2:23][CH2:24][O:25][CH2:26][CH2:27]1>>[NH2:1][c:4]1[cH:5][n:6][c:7]2[n:8]1[cH:9][c:10]([S:13][c:14]1[cH:15][cH:16][cH:17][cH:18][cH:19]1)[cH:11][cH:12]2.